From a dataset of the Open Reaction Database (ORD), a public repository of structured organic reaction records. describe an organic reaction: reactants, conditions, products, and yield Starting materials: C(CO)Cl (Ethylene chlorohydrin), OC1=NC(=C(N=C1CC1=CC=CC=C1)CC)CC (2-hydroxy-3-benzyl-5,6-diethyl-pyrazine), [OH-].[Na+] (NaOH). The solvent is C(C)(C)(C)O (t-butanol). Reaction conditions: temperature 60 celsius, time 3 hour. Yields the product OCCN1C(C(=NC(=C1CC)CC)CC1=CC=CC=C1)=O (1-(2-hydroxyethyl)-3-benzyl-5,6-diethyl-2-oxo-1,2-dihydropyrazine). Yield: 86.1%. As a reaction SMILES: [CH2:1](Cl)[CH2:2][OH:3].[OH:5][C:6]1[C:11]([CH2:12][C:13]2[CH:18]=[CH:17][CH:16]=[CH:15][CH:14]=2)=[N:10][C:9]([CH2:19][CH3:20])=[C:8]([CH2:21][CH3:22])[N:7]=1.[OH-].[Na+]>C(O)(C)(C)C>[OH:3][CH2:2][CH2:1][N:7]1[C:8]([CH2:21][CH3:22])=[C:9]([CH2:19][CH3:20])[N:10]=[C:11]([CH2:12][C:13]2[CH:18]=[CH:17][CH:16]=[CH:15][CH:14]=2)[C:6]1=[O:5] |f:2.3|. Procedure details: Ethylene chlorohydrin (20.15 g, 0.25M) was added to a solution of 2-hydroxy-3-benzyl-5,6-diethyl-pyrazine (12.10 g, 50 mM) and 5N NaOH (50 ml) in t-butanol (150 ml), and stirred at 60° C. for 3 hours. The t-butanol was distilled off in vacuo, water was added thereto and the mixture was extracted three times with chloroform. The extract was dried with anhydrous magnesium sulfate and concentrated in vacuo. The residue was charged on a column of silica-gel (C-200, 230 g) packed with chloroform and ...